From a dataset of the Open Reaction Database (ORD), a public repository of structured organic reaction records. describe an organic reaction: reactants, conditions, products, and yield Reactants: C(C)(=O)O (acetic acid), C(C)OC(CC=1C(=NN2C1N=CC=C2)C2=CC=C(C=C2)C)=O (2-(4-methylphenyl)pyrazolo[1,5-a]pyrimidine-3-acetic acid ethyl ester), [OH-].[Na+] (sodium hydroxide), C(C)O (ethanol). Run in O (water), 190, O (water). Run at time 8 hour. Product: CC1=CC=C(C=C1)C1=NN2C(N=CC=C2)=C1CC(=O)O (2-(4-Methylphenyl)pyrazolo[1,5-a]pyrimidine-3-acetic acid). Yield: 91.8%. As a reaction SMILES: C([O:3][C:4](=[O:22])[CH2:5][C:6]1[C:7]([C:15]2[CH:20]=[CH:19][C:18]([CH3:21])=[CH:17][CH:16]=2)=[N:8][N:9]2[CH:14]=[CH:13][CH:12]=[N:11][C:10]=12)C.[OH-].[Na+].C(O)C.C(O)(=O)C>O>[CH3:21][C:18]1[CH:17]=[CH:16][C:15]([C:7]2[C:6]([CH2:5][C:4]([OH:22])=[O:3])=[C:10]3[N:11]=[CH:12][CH:13]=[CH:14][N:9]3[N:8]=2)=[CH:20][CH:19]=1 |f:1.2|. Procedure details: A stirred mixture of 32.5 g (0.11 mole) of 2-(4-methylphenyl)pyrazolo[1,5-a]pyrimidine-3-acetic acid ethyl ester and 4.5 g (0.11 mole) of sodium hydroxide in 150 mL of 190 ethanol was heated until the material dissolved. After cooling, the reaction mixture was diluted with an equal volume of water, heated until a clear dark brown solution was obtained, then cooled by stirring overnight. The reaction mixture was diluted with an additional 300 mL of water and acidified to pH 6 with glacial acetic ... The reactants are COC1=CC=C(C=C1)NCCCOC1=CC2=CC=CC=C2C=C1 (N-(4-methoxyphenyl)-[3-(naphthalen-2-yloxy)propyl]amine), C(CC)Br (propyl bromide). Solvent: CC(=O)C (acetone). Yields the product C1=C(C=CC2=CC=CC=C12)OCCCN (3-(naphthalen-2-yloxy)propylamine). Reaction SMILES: COC1C=CC([NH:9][CH2:10][CH2:11][CH2:12][O:13][C:14]2[CH:23]=[CH:22][C:21]3[C:16](=[CH:17][CH:18]=[CH:19][CH:20]=3)[CH:15]=2)=CC=1.C(Br)CC>CC(C)=O>[CH:15]1[C:16]2[C:21](=[CH:20][CH:19]=[CH:18][CH:17]=2)[CH:22]=[CH:23][C:14]=1[O:13][CH2:12][CH2:11][CH2:10][NH2:9]. Procedure: A mixture of N-(4-methoxyphenyl)-[3-(naphthalen-2-yloxy)propyl]amine (0.5 gm, 0.002 mole) and propyl bromide (0.54ml, 0.003 mole) was taken in dry acetone (40 ml). It was refluxed for 12 hrs and the progress of reaction checked by TLC. Reaction mixture was filtered and the filtrate was concentrated to get oily compound which was further crystallized by benzene hexane mixture to get N-(4-methoxyphenyl)-N-propyl[3-(naphthalen-2-yloxy)propylamine, yellow solid, m.p. 127° C., (yield 0.67 gm, 95.7%). Reactants: O=C(O)c1ccc(S(=O)(=O)Cl)cc1, ClCCl, Nc1ccc(F)c(C(F)(F)F)c1, [Na+], [OH-], O, c1ccncc1. Yields the product O=C(O)c1ccc(S(=O)(=O)Nc2ccc(F)c(C(F)(F)F)c2)cc1. RXN SMILES: [Cl:19][S:20](=[O:21])(=[O:22])[c:23]1[cH:24][cH:25][c:26]([C:27](=[O:28])[OH:29])[cH:30][cH:31]1.[Cl:34][CH2:35][Cl:36].[F:1][c:2]1[c:3]([C:9]([F:10])([F:11])[F:12])[cH:4][c:5]([NH2:6])[cH:7][cH:8]1.[Na+:33].[OH-:32].[OH2:37].[cH:13]1[cH:14][cH:15][n:16][cH:17][cH:18]1>>[F:1][c:2]1[c:3]([C:9]([F:10])([F:11])[F:12])[cH:4][c:5]([NH:6][S:20](=[O:21])(=[O:22])[c:23]2[cH:24][cH:25][c:26]([C:27](=[O:28])[OH:29])[cH:30][cH:31]2)[cH:7][cH:8]1. Reactants: ClC1=C2CCCC(C2=CC=C1)=O (5-chloro-tetralone), [Se](=O)=O (selenium dioxide). Product: ClC1=C2C=CC(C(C2=CC=C1)=O)=O (5-chloro-[1,2]naphthoquinone). Reaction SMILES: [Cl:1][C:2]1[CH:11]=[CH:10][CH:9]=[C:8]2[C:3]=1[CH2:4][CH2:5][CH2:6][C:7]2=[O:12].[Se](=O)=[O:14]>>[Cl:1][C:2]1[CH:11]=[CH:10][CH:9]=[C:8]2[C:3]=1[CH:4]=[CH:5][C:6](=[O:14])[C:7]2=[O:12]. Procedure: Treatment of 5-chloro-tetralone with selenium dioxide as described in Reference Example 1A yielded 5-chloro-[1,2]naphthoquinone which was coupled with 2,3-diamino-benzoic acid, diacetate salt, as described in Reference Example 1A to yield the title compound. RXN SMILES: [C:1]([OH:6])(=O)[C:2]#[C:3][CH3:4].ClC(OCC(C)C)=O.CN1CCOCC1.[NH2:22][C:23]1[CH:28]=[CH:27][C:26]([N:29]=[CH:30][N:31]([CH3:33])[CH3:32])=[C:25]([C:34]#[N:35])[CH:24]=1.C(=O)(O)[O-].[Na+]>O1CCCC1.C(OCC)(=O)C.[Cl-].[Na+].O>[C:34]([C:25]1[CH:24]=[C:23]([NH:22][C:1](=[O:6])[C:2]#[C:3][CH3:4])[CH:28]=[CH:27][C:26]=1[N:29]=[CH:30][N:31]([CH3:32])[CH3:33])#[N:35] |f:4.5,8.9.10|. Run at time 15 minute. The yield is 89.0%. Run in C(C)(=O)OCC (ethyl acetate), O1CCCC1 (tetrahydrofuran), O1CCCC1 (tetrahydrofuran), [Cl-].[Na+].O (brine). The product is C(#N)C=1C=C(C=CC1N=CN(C)C)NC(C#CC)=O (N-[3-Cyano-4-[[(dimethylamino)methylene]amino]phenyl]-2-butynamide). The reactants are NC1=CC(=C(C=C1)N=CN(C)C)C#N (N′-(4-amino-2-cyanophenyl)-N,N-dimethylformamidine), CN1CCOCC1 (N-methyl morpholine), C(C#CC)(=O)O (2-butynoic acid), ClC(=O)OCC(C)C (isobutyl chloroformate), CN1CCOCC1 (N-methyl morpholine), C([O-])(O)=O.[Na+] (sodium bicarbonate). Reported procedure: To a solution of 2.01 g (23.9 mmol) of 2-butynoic acid and 2.9 ml (22.3 mmol) isobutyl chloroformate in 30 ml tetrahydrofuran was stirred at 0° C. under nitrogen as 2.42 g (2.63 ml, 22.3 mmol) of N-methyl morpholine was added over 3 min. After stirring for 15 min., a solution of N′-(4-amino-2-cyanophenyl)-N,N-dimethylformamidine and 1.6 g (1.75 ml, 15.9 mmol) of N-methyl morpholine in 25 ml tetrahydrofuran was added over 4 min. The mixture was stirred 30 min. at 0° C. and 30 min. at room tempera... The reactants are Cc1ccccc1, C1CCC2=NCCCN2CC1, C1COCCO1, O, O=C(Nc1nccc2cc(CO)ccc12)c1ccccc1, [N-]=[N+]=NP(=O)(c1ccccc1)c1ccccc1. The product is [N-]=[N+]=NCc1ccc2c(NC(=O)c3ccccc3)nccc2c1. As a reaction SMILES: [CH3:51][c:52]1[cH:53][cH:54][cH:55][cH:56][cH:57]1.[N:39]12[CH2:40][CH2:41][CH2:42][N:43]=[C:44]1[CH2:45][CH2:46][CH2:47][CH2:48][CH2:49]2.[O:58]1[CH2:59][CH2:60][O:61][CH2:62][CH2:63]1.[OH2:50].[OH:1][CH2:2][c:3]1[cH:4][c:5]2[cH:6][cH:7][n:8][c:9]([NH:13][C:14]([c:15]3[cH:16][cH:17][cH:18][cH:19][cH:20]3)=[O:21])[c:10]2[cH:11][cH:12]1.[c:22]1([P:23]([c:24]2[cH:25][cH:26][cH:27][cH:28][cH:29]2)(=[O:30])[N:36]=[N+:37]=[N-:38])[cH:31][cH:32][cH:33][cH:34][cH:35]1>>[CH2:2]([c:3]1[cH:4][c:5]2[cH:6][cH:7][n:8][c:9]([NH:13][C:14]([c:15]3[cH:16][cH:17][cH:18][cH:19][cH:20]3)=[O:21])[c:10]2[cH:11][cH:12]1)[N:36]=[N+:37]=[N-:38]. The product is C(CC)/C(/C(=O)O)=C\CC (E-2-propyl-2-pentenoic acid). Reaction SMILES: C([O:3][C:4](=[O:12])[C:5]([CH2:9][CH2:10][CH3:11])=[CH:6][CH2:7][CH3:8])C.[OH-].[Na+].C(C(=CCC)C(O)=O)CC.C(C(C=CC)C(O)=O)CC>CO>[CH2:9](/[C:5](=[CH:6]\[CH2:7][CH3:8])/[C:4]([OH:12])=[O:3])[CH2:10][CH3:11] |f:1.2|. Procedure: 10 g of 2-propyl-2-pentenoic acid ethyl ester according to Example 1 are added to a solution of 20 g of sodium hydroxide in 150 ml of methanol and left stand at room temperature. After 5 days and accompanied by the recovery of the methanol, the mixture is worked up in conventional manner following acidification. A mixture of 2-propyl-2-pentenoic acid (E-isomer) and 2-propyl-3-pentenoic acid (E-isomer) in a ratio of approximately 80:20 is obtained in an almost quantitative yield, which is separat... Starting materials: C(CC)C(C(=O)O)=CCC (2-propyl-2-pentenoic acid), C(CC)C(C(=O)O)C=CC (2-propyl-3-pentenoic acid), C(C)OC(C(=CCC)CCC)=O (2-propyl-2-pentenoic acid ethyl ester), [OH-].[Na+] (sodium hydroxide). Reaction conditions: time 5 day. Solvent: CO (methanol), CO (methanol). Starting materials: C#CC(C)=O, COCN(Cc1ccccc1)C[Si](C)(C)C, ClCCl, O=C(O)C(F)(F)F. Product: CC(=O)C1=CCN(Cc2ccccc2)C1. Reaction SMILES: [CH3:17][C:18](=[O:19])[C:20]#[CH:21].[CH3:1][O:2][CH2:3][N:4]([CH2:5][Si:6]([CH3:7])([CH3:8])[CH3:9])[CH2:10][c:11]1[cH:12][cH:13][cH:14][cH:15][cH:16]1.[Cl:29][CH2:30][Cl:31].[OH:22][C:23]([C:24]([F:25])([F:26])[F:27])=[O:28]>>[CH2:3]1[N:4]([CH2:10][c:11]2[cH:12][cH:13][cH:14][cH:15][cH:16]2)[CH2:5][C:20]([C:18]([CH3:17])=[O:19])=[CH:21]1. Starting materials: NC1=NN(C(=C1C1=CC=C(C=C1)C)O)C (3-amino-1-methyl-4-(4-methylphenyl)-1H-pyrazol-5-ol), C([O-])([O-])=O.[Cs+].[Cs+] (cesium carbonate), C(C)(=O)OCCBr (2-bromoethyl acetate). Solvent: CN(C=O)C (dimethylformamide), Cl (hydrochloric acid). Run at time 45 minute. Product: C(C)(=O)OCCOC1=C(C(=NN1C)N)C1=CC=C(C=C1)C (2-{[3-amino-1-methyl-4-(4-methylphenyl)-1H-pyrazol-5-yl]oxy}ethyl acetate). Yield: 12.7%. RXN SMILES: [NH2:1][C:2]1[C:6]([C:7]2[CH:12]=[CH:11][C:10]([CH3:13])=[CH:9][CH:8]=2)=[C:5]([OH:14])[N:4]([CH3:15])[N:3]=1.C(=O)([O-])[O-].[Cs+].[Cs+].[C:22]([O:25][CH2:26][CH2:27]Br)(=[O:24])[CH3:23]>CN(C)C=O.Cl>[C:22]([O:25][CH2:26][CH2:27][O:14][C:5]1[N:4]([CH3:15])[N:3]=[C:2]([NH2:1])[C:6]=1[C:7]1[CH:8]=[CH:9][C:10]([CH3:13])=[CH:11][CH:12]=1)(=[O:24])[CH3:23] |f:1.2.3|. Procedure details: To 3-amino-1-methyl-4-(4-methylphenyl)-1H-pyrazol-5-ol (Preparation 3b) (855 mg) in dimethylformamide (10 ml) at room temperature was added cesium carbonate (4.11 g) and 2-bromoethyl acetate (703 mg), the mixture was stirred for 45 minutes. The reaction was diluted with 2M hydrochloric acid (10 ml) and extracted with ether (2×100 ml). The organic fractions were combined, washed with water (2×100 ml) and brine (100 ml), dried over magnesium sulfate, filtered and concentrated under reduced pressur... The reactants are C(C)(C)N1C(N2C(=C(C1=O)OC)C(NCC2)=O)=O (7-isopropyl-9-methoxy-3,4-dihydro-2H-pyrazino[1,2-c]pyrimidine-1,6,8(7H)-trione), Cl.ClCC1=NC2=CC=CC=C2C=C1 (2-(chloromethyl)quinoline hydrochloride), [H-].[Na+] (Sodium hydride). The solvent is CN(C)C=O (DMF). Run at time 24 hour. The product is C(C)(C)N1C(N2C(=C(C1=O)OC)C(N(CC2)CC2=NC1=CC=CC=C1C=C2)=O)=O (7-Isopropyl-9-methoxy-2-(quinolin-2-ylmethyl)-3,4-dihydro-2H-pyrazino[1,2-c]pyrimidine-1,6,8(7H)-trione). Reaction SMILES: [CH:1]([N:4]1[C:9](=[O:10])[C:8]([O:11][CH3:12])=[C:7]2[C:13](=[O:17])[NH:14][CH2:15][CH2:16][N:6]2[C:5]1=[O:18])([CH3:3])[CH3:2].Cl.Cl[CH2:21][C:22]1[CH:31]=[CH:30][C:29]2[C:24](=[CH:25][CH:26]=[CH:27][CH:28]=2)[N:23]=1.[H-].[Na+]>CN(C=O)C>[CH:1]([N:4]1[C:9](=[O:10])[C:8]([O:11][CH3:12])=[C:7]2[C:13](=[O:17])[N:14]([CH2:21][C:22]3[CH:31]=[CH:30][C:29]4[C:24](=[CH:25][CH:26]=[CH:27][CH:28]=4)[N:23]=3)[CH2:15][CH2:16][N:6]2[C:5]1=[O:18])([CH3:3])[CH3:2] |f:1.2,3.4|. Reported procedure: To a cold solution (0° C.) of 7-isopropyl-9-methoxy-3,4-dihydro-2H-pyrazino[1,2-c]pyrimidine-1,6,8(7H)-trione (0.050 g, 0.197 mmol) in DMF (1.5 mL) was added 2-(chloromethyl)quinoline hydrochloride (0.051 g, 0.237 mmol). Sodium hydride (60% suspension in mineral oil, 0.022 g, 0.868 mmol) was added. The mixture was warmed to room temperature and stirred for 24 hours. The reaction mixture was partitioned between water and EtOAc. The organic phase was washed with brine, dried over Na2SO4, filtered,...